This data is from the Open Reaction Database (ORD), a public repository of structured organic reaction records. The task is: describe an organic reaction: reactants, conditions, products, and yield Reactants: IC (iodomethane), CN1C=C(C[C@H](N)C(=O)O)N=C1 (1-methyl-L-histidine). Run in C(C)#N (acetonitrile). Yields the product CN1C=C(C[C@H](N)C(=O)O)N(C1)C (1,3-dimethyl-L-histidine). As a reaction SMILES: I[CH3:2].[CH3:3][N:4]1[CH:14]=[N:13][C:6]([CH2:7][C@@H:8]([C:10]([OH:12])=[O:11])[NH2:9])=[CH:5]1>C(#N)C>[CH3:3][N:4]1[CH2:14][N:13]([CH3:2])[C:6]([CH2:7][C@@H:8]([C:10]([OH:12])=[O:11])[NH2:9])=[CH:5]1. Procedure details: Methylated histamine and histidine are also expected to have low toxicity because histamine and histidine occur naturally in the body. The reaction of L-histidine methyl ester dihydrochloride 28 with carbonyldiimidazole in DMF results in 29. The combination of three equivalents of iodomethane with 29 in refluxing acetonitrile gives 30. The iodide salt of 30 is reacted with methanol in the presence of N,N-diisopropylethylamine at reflux for 3 days to obtain 1-methyl-L-histidine 31. The combinatio... Reactants: C(C)(C)(C)OC(N[C@@H]1C(N(C[C@@H](CC1)O[Si](C)(C)C(C)(C)C)C)=O)=O ([(3S,6R)-6-(tert-butyl-dimethyl-silanyloxy)-1-methyl-2-oxo-azepan-3-yl]-carbamic acid tert-butyl ester), [F-].C(CCC)[N+](CCCC)(CCCC)CCCC (tetrabutylammonium fluoride), O (H2O). Run in C1CCOC1 (THF). Reaction conditions: time 4 hour. The product is C(C)(C)(C)OC(N[C@@H]1C(N(C[C@@H](CC1)O)C)=O)=O (((3S,6R)-6-hydroxy-1-methyl-2-oxo-azepan-3-yl)-carbamic acid tert-butyl ester). Yield: 96.9%. Reaction SMILES: [C:1]([O:5][C:6](=[O:25])[NH:7][C@H:8]1[CH2:14][CH2:13][C@@H:12]([O:15][Si](C(C)(C)C)(C)C)[CH2:11][N:10]([CH3:23])[C:9]1=[O:24])([CH3:4])([CH3:3])[CH3:2].[F-].C([N+](CCCC)(CCCC)CCCC)CCC.O>C1COCC1>[C:1]([O:5][C:6](=[O:25])[NH:7][C@H:8]1[CH2:14][CH2:13][C@@H:12]([OH:15])[CH2:11][N:10]([CH3:23])[C:9]1=[O:24])([CH3:4])([CH3:2])[CH3:3] |f:1.2|. Reported procedure: To a solution of [(3S,6R)-6-(tert-butyl-dimethyl-silanyloxy)-1-methyl-2-oxo-azepan-3-yl]-carbamic acid tert-butyl ester (0.85 g, 2.27 mmol) in THF (40 mL) is added tetrabutylammonium fluoride (3 mL 1M THF, 3 mmol) at room temperature. The reaction solution is stirred for 4 h, then H2O (40 mL) is added and the solution concentrated under vacuum to ½ its volume and extracted 3× with CH2Cl2 (40 mL). The combined CH2Cl2 extracts are adsorbed on silica and chromatographed (5% CH3OH/CH2Cl2) to give 0.... Starting materials: O1C(NCC1)=O (oxazolidin-2-one), C([O-])([O-])=O.[K+].[K+] (potassium carbonate), CNCCNC (N,N′-dimethylethylenediamine), BrC1=CC(=C(C=C1)C(=O)N1CCC(CC1)C(C1=CC=C(C=C1)Cl)=O)S(=O)(=O)C ((4-bromo-2-methanesulfonylphenyl)[4-(4-chlorobenzoyl)piperidin-1-yl]methanone). The reagents and catalysts are [Cu]I (copper (I) iodide). Run in C1(=CC=CC=C1)C (toluene), O (water). Product: ClC1=CC=C(C(=O)C2CCN(CC2)C(=O)C2=C(C=C(C=C2)N2C(OCC2)=O)S(=O)(=O)C)C=C1 (3-{4-[4-(4-chlorobenzoyl)piperidine-1-carbonyl]-3-methanesulfonylphenyl}oxazolidin-2-one). The yield is 64.6%. RXN SMILES: Br[C:2]1[CH:7]=[CH:6][C:5]([C:8]([N:10]2[CH2:15][CH2:14][CH:13]([C:16](=[O:24])[C:17]3[CH:22]=[CH:21][C:20]([Cl:23])=[CH:19][CH:18]=3)[CH2:12][CH2:11]2)=[O:9])=[C:4]([S:25]([CH3:28])(=[O:27])=[O:26])[CH:3]=1.[O:29]1[CH2:33][CH2:32][NH:31][C:30]1=[O:34].C(=O)([O-])[O-].[K+].[K+].CNCCNC>[Cu]I.O.C1(C)C=CC=CC=1>[Cl:23][C:20]1[CH:21]=[CH:22][C:17]([C:16]([CH:13]2[CH2:14][CH2:15][N:10]([C:8]([C:5]3[CH:6]=[CH:7][C:2]([N:31]4[CH2:32][CH2:33][O:29][C:30]4=[O:34])=[CH:3][C:4]=3[S:25]([CH3:28])(=[O:27])=[O:26])=[O:9])[CH2:11][CH2:12]2)=[O:24])=[CH:18][CH:19]=1 |f:2.3.4|. Reported procedure: To a mixture of (4-bromo-2-methanesulfonylphenyl)[4-(4-chlorobenzoyl)piperidin-1-yl]methanone (1.5 g), which is the intermediate described in Preparation Example 24, oxazolidin-2-one (313 mg), potassium carbonate (829 mg) and copper (I) iodide (114 mg) were added toluene (3 mL) and N,N′-dimethylethylenediamine (130 μL), and the mixture was refluxed for 8 hr. After cooling, water was added to the reaction mixture, and the mixture was extracted with chloroform. The organic layer was washed with sa... Starting materials: CCOC(=O)CBr, CC(=O)O, Cc1ccccc1, CC(=O)C=Cc1ccccc1, [Cu], [Zn]. Yields the product CCOC(=O)C=C(C)C=Cc1ccccc1. Reaction SMILES: [Br:12][CH2:13][C:14](=[O:15])[O:16][CH2:17][CH3:18].[CH3:19][C:20](=[O:21])[OH:22].[CH3:23][c:24]1[cH:25][cH:26][cH:27][cH:28][cH:29]1.[CH:1]([c:2]1[cH:3][cH:4][cH:5][cH:6][cH:7]1)=[CH:8][C:9]([CH3:10])=[O:11].[Cu:31].[Zn:30]>>[CH:1]([c:2]1[cH:3][cH:4][cH:5][cH:6][cH:7]1)=[CH:8][C:9]([CH3:10])=[CH:13][C:14](=[O:15])[O:16][CH2:17][CH3:18]. The reactants are Cc1cc(Br)cc(C)c1O, O=C([O-])[O-], CN(C)C=O, [Cs+], [Cs+], Cc1ccc(S(=O)(=O)OCC2CCCN(C)C2)cc1. As a reaction SMILES: [Br:20][c:21]1[cH:22][c:23]([CH3:29])[c:24]([OH:28])[c:25]([CH3:27])[cH:26]1.[C:30](=[O:31])([O-:32])[O-:33].[CH3:36][N:37]([CH3:38])[CH:39]=[O:40].[Cs+:34].[Cs+:35].[S:1]([c:2]1[cH:3][cH:4][c:5]([CH3:6])[cH:7][cH:8]1)(=[O:9])(=[O:10])[O:11][CH2:12][CH:13]1[CH2:14][N:15]([CH3:19])[CH2:16][CH2:17][CH2:18]1>>[O:11]([CH2:12][CH:13]1[CH2:14][N:15]([CH3:19])[CH2:16][CH2:17][CH2:18]1)[c:24]1[c:23]([CH3:29])[cH:22][c:21]([Br:20])[cH:26][c:25]1[CH3:27]. Product: Cc1cc(Br)cc(C)c1OCC1CCCN(C)C1. Reactants: C(C1=CC=CC=C1)OC(=O)NCCCC[C@H](N)C(=O)O (Nε -benzyloxycarbonyl-L-lysine), N-hydroxysuccinimide ester, C(CCCCCCCCCCCCCCC)(=O)OC(CC(=O)O)CCCCCCCCCCCCCCC (3-hexadecanoyloxyoctadecanoic acid), ( 1 ). Run in [OH-].[Na+] (sodium hydroxide), CN(C=O)C (dimethylformamide). Reaction conditions: time 3 hour. Yields the product C(CCCCCCCCCCCCCCC)(=O)OC(CC(=O)N[C@@H](CCCCNC(=O)OCC1=CC=CC=C1)C(=O)O)CCCCCCCCCCCCCCC (Nα -(3-hexadecanoyloxyoctadecanoyl)-Nε -benzyloxycarbonyl-L-lysine). Isolated yield 76.2%. RXN SMILES: [C:1]([O:18][CH:19]([CH2:24][CH2:25][CH2:26][CH2:27][CH2:28][CH2:29][CH2:30][CH2:31][CH2:32][CH2:33][CH2:34][CH2:35][CH2:36][CH2:37][CH3:38])[CH2:20][C:21]([OH:23])=O)(=[O:17])[CH2:2][CH2:3][CH2:4][CH2:5][CH2:6][CH2:7][CH2:8][CH2:9][CH2:10][CH2:11][CH2:12][CH2:13][CH2:14][CH2:15][CH3:16].[CH2:39]([O:46][C:47]([NH:49][CH2:50][CH2:51][CH2:52][CH2:53][C@@H:54]([C:56]([OH:58])=[O:57])[NH2:55])=[O:48])[C:40]1[CH:45]=[CH:44][CH:43]=[CH:42][CH:41]=1>CN(C)C=O.[OH-].[Na+]>[C:1]([O:18][CH:19]([CH2:24][CH2:25][CH2:26][CH2:27][CH2:28][CH2:29][CH2:30][CH2:31][CH2:32][CH2:33][CH2:34][CH2:35][CH2:36][CH2:37][CH3:38])[CH2:20][C:21]([NH:55][C@H:54]([C:56]([OH:58])=[O:57])[CH2:53][CH2:52][CH2:51][CH2:50][NH:49][C:47]([O:46][CH2:39][C:40]1[CH:45]=[CH:44][CH:43]=[CH:42][CH:41]=1)=[O:48])=[O:23])(=[O:17])[CH2:2][CH2:3][CH2:4][CH2:5][CH2:6][CH2:7][CH2:8][CH2:9][CH2:10][CH2:11][CH2:12][CH2:13][CH2:14][CH2:15][CH3:16] |f:3.4|. Procedure details: To a solution of N-hydroxysuccinimide ester of 3-hexadecanoyloxyoctadecanoic acid (7.5 g) prepared by the method of Example 8 (1) in dimethylformamide (200 ml) was added a solution of Nε -benzyloxycarbonyl-L-lysine (6.6 g) in 1N sodium hydroxide (23.6 ml) at room temperature. The mixture was stirred at ambient temperature for 3 hours. The precipitated solid was collected by filtration and the filtrate was concentrated under reduced pressure. The solid and the residue was combined. Then, the mixt... The reactants are O=C([C@H](O)[C@@H](O)[C@H](O)[C@H](O)CO)[O-] (gluconate), O=C([C@H](O)[C@@H](O)[C@H](O)[C@H](O)CO)[O-].[Na+] (sodium gluconate). Yields the product O=C[C@H](O)[C@@H](O)[C@H](O)[C@H](O)CO (glucose). As a reaction SMILES: [O:1]=[C:2]([O-])[C@@H:3]([C@H:5]([C@@H:7]([C@@H:9]([CH2:11][OH:12])[OH:10])[OH:8])[OH:6])[OH:4].O=C([O-])[C@@H]([C@H]([C@@H]([C@@H](CO)O)O)O)O.[Na+]>>[O:1]=[CH:2][C@@H:3]([C@H:5]([C@@H:7]([C@@H:9]([CH2:11][OH:12])[OH:10])[OH:8])[OH:6])[OH:4] |f:1.2|. Reported procedure: The chelating agent GLC, which is sometimes referred to as gluconate and/or as sodium gluconate, can be purchased from Jungbunzlauer AG, St. Alben—Vorstadt 90, CH-4002, Basel, Switzerland. It can be purchased as a powdered concentrate in 25 kg bags and 1000 kg bags. Sodium gluconate is the sodium salt of gluconic acid, which can be produced by fermentation of glucose. It can be white to tan in color, granular to fine in particle size, very soluble in water, non-corrosive, non-toxic, and/or readi... The reactants are COc1ccc(CNCc2ccc(OC)cc2)cc1, O=[N+]([O-])c1c(NO)ccnc1Cl. Yields the product COc1ccc(CN(Cc2ccc(OC)cc2)c2nccc(NO)c2[N+](=O)[O-])cc1. RXN SMILES: [CH3:13][O:14][c:15]1[cH:16][cH:17][c:18]([CH2:19][NH:20][CH2:21][c:22]2[cH:23][cH:24][c:25]([O:28][CH3:29])[cH:26][cH:27]2)[cH:30][cH:31]1.[Cl:1][c:2]1[n:3][cH:4][cH:5][c:6]([NH:11][OH:12])[c:7]1[N+:8](=[O:9])[O-:10]>>[c:2]1([N:20]([CH2:19][c:18]2[cH:17][cH:16][c:15]([O:14][CH3:13])[cH:31][cH:30]2)[CH2:21][c:22]2[cH:23][cH:24][c:25]([O:28][CH3:29])[cH:26][cH:27]2)[n:3][cH:4][cH:5][c:6]([NH:11][OH:12])[c:7]1[N+:8](=[O:9])[O-:10]. Starting materials: O=C(N=C=S)c1ccccc1, CC(C)=O, NC(=O)c1cnn2c1NCC=C2c1cccc(C(F)(F)F)c1. Yields the product NC(=O)c1cnn2c1N(C(=S)NC(=O)c1ccccc1)CC=C2c1cccc(C(F)(F)F)c1. RXN SMILES: [C:23]([c:24]1[cH:25][cH:26][cH:27][cH:28][cH:29]1)(=[O:30])[N:31]=[C:32]=[S:33].[CH3:34][C:35](=[O:36])[CH3:37].[F:1][C:2]([c:3]1[cH:4][c:5]([C:9]2=[CH:10][CH2:11][NH:12][c:13]3[n:14]2[n:15][cH:16][c:17]3[C:18](=[O:19])[NH2:20])[cH:6][cH:7][cH:8]1)([F:21])[F:22]>>[F:1][C:2]([c:3]1[cH:4][c:5]([C:9]2=[CH:10][CH2:11][N:12]([C:32]([NH:31][C:23]([c:24]3[cH:25][cH:26][cH:27][cH:28][cH:29]3)=[O:30])=[S:33])[c:13]3[n:14]2[n:15][cH:16][c:17]3[C:18](=[O:19])[NH2:20])[cH:6][cH:7][cH:8]1)([F:21])[F:22]. Reactants: FC1=C(C=CC(=C1)C)C1=C(C(=NS1)C)C(=O)O (5-(2-fluoro-4-methylphenyl)-3-methyl-1,2-thiazole-4-carboxylic acid). Run in O1CCCC1 (tetrahydrofuran). Conditions: time 8 hour. Product: FC1=C(C=CC(=C1)C)C1=C(C(=NS1)C)CO ([5-(2-fluoro-4-methylphenyl)-3-methyl-1,2-thiazol-4-yl]methanol). RXN SMILES: [F:1][C:2]1[CH:7]=[C:6]([CH3:8])[CH:5]=[CH:4][C:3]=1[C:9]1[S:13][N:12]=[C:11]([CH3:14])[C:10]=1[C:15](O)=[O:16]>O1CCCC1>[F:1][C:2]1[CH:7]=[C:6]([CH3:8])[CH:5]=[CH:4][C:3]=1[C:9]1[S:13][N:12]=[C:11]([CH3:14])[C:10]=1[CH2:15][OH:16]. Procedure details: Into a 25-mL round-bottom flask, was placed 5-(2-fluoro-4-methylphenyl)-3-methyl-1,2-thiazole-4-carboxylic acid (180 mg, 0.72 mmol, 1.00 equiv), tetrahydrofuran (10 mL). This was followed by the addition of BH3 (2.1 mL) at 0-5° C. The resulting solution was stirred overnight at room temperature. The resulting mixture was concentrated under vacuum. The residue was applied onto a silica gel column with ethyl acetate/petroleum ether (1:3). This resulted in 100 mg (59%) of [5-(2-fluoro-4-methylpheny...